This data is from the Open Reaction Database (ORD), a public repository of structured organic reaction records. The task is: describe an organic reaction: reactants, conditions, products, and yield Starting materials: CC(C)(C)CC(NC(=O)N1CCOCC1)C(=O)NC1(C#N)CCNCC1, O=C=NCc1ccccc1, ClCCl, CN1CCOCC1, Cl. Yields the product CC(C)(C)CC(NC(=O)N1CCOCC1)C(=O)NC1(C#N)CCN(C(=O)NCc2ccccc2)CC1. As a reaction SMILES: [C:2](#[N:3])[C:4]1([NH:10][C:11](=[O:12])[CH:13]([CH2:14][C:15]([CH3:16])([CH3:17])[CH3:18])[NH:19][C:20](=[O:21])[N:22]2[CH2:23][CH2:24][O:25][CH2:26][CH2:27]2)[CH2:5][CH2:6][NH:7][CH2:8][CH2:9]1.[CH2:28]([c:29]1[cH:30][cH:31][cH:32][cH:33][cH:34]1)[N:35]=[C:36]=[O:37].[CH2:45]([Cl:46])[Cl:47].[CH3:38][N:39]1[CH2:40][CH2:41][O:42][CH2:43][CH2:44]1.[ClH:1]>>[C:2](#[N:3])[C:4]1([NH:10][C:11](=[O:12])[CH:13]([CH2:14][C:15]([CH3:16])([CH3:17])[CH3:18])[NH:19][C:20](=[O:21])[N:22]2[CH2:23][CH2:24][O:25][CH2:26][CH2:27]2)[CH2:5][CH2:6][N:7]([C:36]([NH:35][CH2:28][c:29]2[cH:30][cH:31][cH:32][cH:33][cH:34]2)=[O:37])[CH2:8][CH2:9]1. Reactants: CN(CC#CCNC(C(C1=CC=CC=C1)(C1=CC=CC=C1)CC=C)=O)C (N-(4-dimethylamino-2-butynyl)-2-allyl-2,2-diphenylacetamide), Cl (hydrogen chloride). The solvent is C(Cl)(Cl)Cl (chloroform). Product: Cl.CN(CC#CCNC(C(C1=CC=CC=C1)(C1=CC=CC=C1)CC=C)=O)C (N-(4-dimethylamino-2-butynyl)-2-allyl-2,2-diphenylacetamide hydrochloride). RXN SMILES: [CH3:1][N:2]([CH3:26])[CH2:3][C:4]#[C:5][CH2:6][NH:7][C:8](=[O:25])[C:9]([CH2:22][CH:23]=[CH2:24])([C:16]1[CH:21]=[CH:20][CH:19]=[CH:18][CH:17]=1)[C:10]1[CH:15]=[CH:14][CH:13]=[CH:12][CH:11]=1.[ClH:27]>C(Cl)(Cl)Cl>[ClH:27].[CH3:26][N:2]([CH3:1])[CH2:3][C:4]#[C:5][CH2:6][NH:7][C:8](=[O:25])[C:9]([CH2:22][CH:23]=[CH2:24])([C:16]1[CH:21]=[CH:20][CH:19]=[CH:18][CH:17]=1)[C:10]1[CH:11]=[CH:12][CH:13]=[CH:14][CH:15]=1 |f:3.4|. Reported procedure: To a solution of N-(4-dimethylamino-2-butynyl)-2-allyl-2,2-diphenylacetamide (0.70 g) in chloroform (5ml) was added methanolic hydrogen chloride (0.15 g/ml, 0.4 ml) and the solution was evaporated in vacuo. The residue was crystallized from a mixture of diethyl ether and ethyl acetate and recrystallized from ethanol to give N-(4-dimethylamino-2-butynyl)-2-allyl-2,2-diphenylacetamide hydrochloride (0.65 g). Reported procedure: Under a dry nitrogen atmosphere, 6.1 g (0.027 mole) of N,N-dimethyl-[1,1'-biphenyl]-2-carboxamide was dissolved with stirring in 250 ml of dry 1,2-dimethoxyethane. To this solution was added portionwise 1.3 g (0.034 mole) of lithium aluminum hydride. Upon complete addition, the reaction mixture was heated at reflux temperature for 18 hours. The reaction mixture was then cooled to room temperature, and 1.22 ml (0.068 mole) of water was added dropwise. The reaction mixture was filtered, and the fi... Yield: 106.9%. Run in COCCOC (1,2-dimethoxyethane). As a reaction SMILES: [CH3:1][N:2]([CH3:17])[C:3]([C:5]1[C:6]([C:11]2[CH:16]=[CH:15][CH:14]=[CH:13][CH:12]=2)=[CH:7][CH:8]=[CH:9][CH:10]=1)=O.[H-].[Al+3].[Li+].[H-].[H-].[H-].O>COCCOC>[CH3:1][N:2]([CH3:17])[CH2:3][C:5]1[C:6]([C:11]2[CH:16]=[CH:15][CH:14]=[CH:13][CH:12]=2)=[CH:7][CH:8]=[CH:9][CH:10]=1 |f:1.2.3.4.5.6|. Yields the product CN(CC=1C(=CC=CC1)C1=CC=CC=C1)C (N,N-dimethyl-[1,1'-biphenyl]-2-methanamine). Starting materials: CN(C(=O)C=1C(=CC=CC1)C1=CC=CC=C1)C (N,N-dimethyl-[1,1'-biphenyl]-2-carboxamide), [H-].[Al+3].[Li+].[H-].[H-].[H-] (lithium aluminum hydride), O (water). Reactants: N1=CC(=CC=C1)CNC(=O)NC1=CC=C(C=C1)C#N (1-(3-pyridylmethyl)-3-(4 -cyanophenyl)urea), [Cl-].[Zn+2].[Cl-] (zinc chloride). Run in CO (methanol), CO (methanol). Run at time 1 hour. Product: [Cl-].[Zn+2].N1=CC(=CC=C1)CNC(=O)NC1=CC=C(C=C1)C#N.[Cl-] (1-(3-pyridylmethyl)-3-(4-cyanophenyl)urea zinc chloride). Isolated yield 72.0%. As a reaction SMILES: [N:1]1[CH:6]=[CH:5][CH:4]=[C:3]([CH2:7][NH:8][C:9]([NH:11][C:12]2[CH:17]=[CH:16][C:15]([C:18]#[N:19])=[CH:14][CH:13]=2)=[O:10])[CH:2]=1.[Cl-:20].[Zn+2:21].[Cl-]>CO>[Cl-:20].[Zn+2:21].[N:1]1[CH:6]=[CH:5][CH:4]=[C:3]([CH2:7][NH:8][C:9]([NH:11][C:12]2[CH:17]=[CH:16][C:15]([C:18]#[N:19])=[CH:14][CH:13]=2)=[O:10])[CH:2]=1.[Cl-:20] |f:1.2.3,5.6.7.8|. Procedure details: To a solution of 1-(3-pyridylmethyl)-3-(4 -cyanophenyl)urea (2.52 g., 0.01 mole) in 100 ml. of methanol was added anhydrous zinc chloride (0.68 g., 0.005 mole) dissolved in 50 ml. of methanol. A solid suspension formed and after stirring 1 hr. the solid was filtered off and air dried. The product was 2.33 g. which was a 72% yield of 1-(3-pyridylmethyl)-3-(4-cyanophenyl)urea zinc chloride complex. The reactants are C(C)N(C1=NC(=CC(=N1)N1CCNCC1)Cl)CC (2-diethylamino-4-piperazino-6-chloropyrimidine), CN1CCNCC1 (N-methylpiperazine). The solvent is O (water). Product: C(C)N(C1=NC(=CC(=N1)N1CCNCC1)N1CCN(CC1)C)CC (4-[2-(Diethylamino)-6-(4-methyl-1-piperazinyl)-4-pyrimidinyl]piperazine). RXN SMILES: [CH2:1]([N:3]([CH2:17][CH3:18])[C:4]1[N:9]=[C:8]([N:10]2[CH2:15][CH2:14][NH:13][CH2:12][CH2:11]2)[CH:7]=[C:6](Cl)[N:5]=1)[CH3:2].[CH3:19][N:20]1[CH2:25][CH2:24][NH:23][CH2:22][CH2:21]1>O>[CH2:1]([N:3]([CH2:17][CH3:18])[C:4]1[N:9]=[C:8]([N:10]2[CH2:15][CH2:14][NH:13][CH2:12][CH2:11]2)[CH:7]=[C:6]([N:23]2[CH2:24][CH2:25][N:20]([CH3:19])[CH2:21][CH2:22]2)[N:5]=1)[CH3:2]. Reported procedure: 2-Diethylamino-4,6-dichloropyrimidine (10 g) is reacted with piperazine (14.45 g) in ethanol (200 ml) at reflux for 2 hr. The mixture is concentrated and the product isolated by silica gel chromatography giving 2-diethylamino-4-piperazino-6-chloropyrimidine. The 2-diethylamino-4-piperazino-6-chloropyrimidine (8 g) and N-methylpiperazine (8 g) is heated neat at 70° for 16 hr. Then water (2.5 ml) is added and the mixture is heated at 100° for 50 hr. The mixture is chromatographed on silica gel, th... Reactants: [N+](=O)([O-])C1=CC=C(CC(C(=O)N)C(=O)N)C=C1 (2-(4-nitrobenzyl)malonamide). Reagents/catalysts: [Pd] (palladium on carbon). The solvent is C(C)(=O)OCC.C(C)O (ethyl acetate ethanol). Run at time 56 hour. Yields the product NC1=CC=C(CC(C(=O)N)C(=O)N)C=C1 (2-(4-aminobenzyl)malonamide). Isolated yield 48.8%. RXN SMILES: [N+:1]([C:4]1[CH:17]=[CH:16][C:7]([CH2:8][CH:9]([C:13]([NH2:15])=[O:14])[C:10]([NH2:12])=[O:11])=[CH:6][CH:5]=1)([O-])=O>[Pd].C(OCC)(=O)C.C(O)C>[NH2:1][C:4]1[CH:5]=[CH:6][C:7]([CH2:8][CH:9]([C:10]([NH2:12])=[O:11])[C:13]([NH2:15])=[O:14])=[CH:16][CH:17]=1 |f:2.3|. Reported procedure: A 100-mL round bottom flask was charged with 2-(4-nitrobenzyl)malonamide (0.40 g, 1.68 mmol) and 10% palladium on carbon (0.10 g) in 1:2 ethyl acetate/ethanol (15 mL). This mixture was vigorously stirred under H2 (1 atm) for 56 h. After this time, the mixture was filtered through celite to afford the title compound (0.17 g, 49%) as a white solid. MW=207.23. 1H NMR (DMSO-d6, 500 MHz) δ 7.16 (s, 2H), 6.95 (s, 2H), 6.82 (d, J=8.5 Hz, 2H), 6.43 (d, J=8.5 Hz, 2H), 4.81 (s, 2H), 3.17 (t, J=8.0 Hz, 1H)... RXN SMILES: N[NH:2][C:3]([C:5]1[CH:6]=[C:7](B(O)O)[CH:8]=[CH:9][CH:10]=1)=[O:4].Cl[C:15]1[CH:20]=[C:19](Cl)[N:18]=[CH:17][N:16]=1.[IH:22]>>[I:22][C:15]1[CH:20]=[C:19]([C:7]2[CH:8]=[CH:9][CH:10]=[C:5]([C:3]([NH2:2])=[O:4])[CH:6]=2)[N:18]=[CH:17][N:16]=1. The reactants are NNC(=O)C=1C=C(C=CC1)B(O)O (3-aminocarbamoylphenylboronic acid), I (hydroiodic acid), ClC1=NC=NC(=C1)Cl (4,6-dichloropyrimidine), chloro. Procedure: The compound was prepared according to Example 1 using 3-aminocarbamoylphenylboronic acid and 4,6-dichloropyrimidine. The resultant chloro compound was converted to iodo with hydroiodic acid as described in the general procedure. The product is IC1=NC=NC(=C1)C1=CC(=CC=C1)C(=O)N (4-Iodo-6-(3-aminocarbonylphenyl)pyrimidine). Run in CC(=O)C (acetone). Reaction conditions: time 14 day. RXN SMILES: [CH3:1][S:2][C:3]1[N:10]2[C:6]([S:7][C:8]([C:11]3[C@H:12]([CH3:35])[C@@H:13]4[C@@H:30]([C@H:31]([OH:33])[CH3:32])[C:29](=[O:34])[N:14]4[C:15]=3[C:16]([O:18][CH2:19][C:20]3[CH:25]=[CH:24][C:23]([N+:26]([O-:28])=[O:27])=[CH:22][CH:21]=3)=[O:17])=[CH:9]2)=[C:5]([S:36][CH3:37])[N:4]=1.IC[C:40]([NH2:42])=[O:41]>CC(C)=O>[C:40]([CH2:37][S:36][C:5]1[N:4]=[C:3]([S:2][CH3:1])[N:10]2[CH:9]=[C:8]([C:11]3[C@H:12]([CH3:35])[C@@H:13]4[C@@H:30]([C@H:31]([OH:33])[CH3:32])[C:29](=[O:34])[N:14]4[C:15]=3[C:16]([O:18][CH2:19][C:20]3[CH:21]=[CH:22][C:23]([N+:26]([O-:28])=[O:27])=[CH:24][CH:25]=3)=[O:17])[S:7][C:6]=12)(=[O:41])[NH2:42]. The reactants are CSC1=NC(=C2SC(=CN21)C=2[C@@H]([C@H]1N(C2C(=O)OCC2=CC=C(C=C2)[N+](=O)[O-])C([C@@H]1[C@@H](C)O)=O)C)SC (4-Nitrobenzyl (1S,5R,6S)-2-[5,7-bis(methylthio)imidazo[5,1-b]thiazol-2-yl]-6-((1R)-1-hydroxyethyl)-1-methyl-1-carbapen-2-em-3-carboxylate), ICC(=O)N (2-Iodoacetamide). The product is C(N)(=O)CSC=1N=C(N2C1SC(=C2)C=2[C@@H]([C@H]1N(C2C(=O)OCC2=CC=C(C=C2)[N+](=O)[O-])C([C@@H]1[C@@H](C)O)=O)C)SC (4-Nitrobenzyl (1S,5R,6S)-2-(7-carbamoylmethylthio-5-methylthioimidazo[5,1-b]thiazol-2-yl)-6-((1R)-1-hydroxyethyl)-1-methyl-1-carbapen-2-em-3-carboxylate). Procedure details: 4-Nitrobenzyl (1S,5R,6S)-2-[5,7-bis(methylthio)imidazo[5,1-b]thiazol-2-yl]-6-((1R)-1-hydroxyethyl)-1-methyl-1-carbapen-2-em-3-carboxylate (107 mg) was dissolved in 2 ml of acetone. 2-Iodoacetamide (353 mg) was added to the solution. The mixture was stirred at room temperature for 14 days. The solvent was removed by distillation under the reduced pressure. The residue was purified by column chromatography on Sephadex LH-20 (chloroform:methanol=1:1) to prepare 88 mg of 4-nitrobenzyl (1S,5R,6S)-2-(... Starting materials: BrCCCC1=CCC2=CC=CC=C12 (3-(3-bromopropyl)indene), N1=CC=C(C=C1)C (γ-picoline), CCOCC (ether). The solvent is C(C)#N (acetonitrile). Product: [Br-].C1C=C(C2=CC=CC=C12)CCC[N+]1=CC=C(C=C1)C (1-[3-(3-Indenyl)propyl]-4-methylpyridinium bromide). Yield: 82.2%. As a reaction SMILES: [Br:1][CH2:2][CH2:3][CH2:4][C:5]1[C:13]2[C:8](=[CH:9][CH:10]=[CH:11][CH:12]=2)[CH2:7][CH:6]=1.[N:14]1[CH:19]=[CH:18][C:17]([CH3:20])=[CH:16][CH:15]=1.CCOCC>C(#N)C>[Br-:1].[CH2:7]1[C:8]2[C:13](=[CH:12][CH:11]=[CH:10][CH:9]=2)[C:5]([CH2:4][CH2:3][CH2:2][N+:14]2[CH:19]=[CH:18][C:17]([CH3:20])=[CH:16][CH:15]=2)=[CH:6]1 |f:4.5|. Reported procedure: A solution of 121 g (0.51 mole) of 3-(3-bromopropyl)indene (prepared as in Example 7) and 68 g (0.74 mole) of γ-picoline in 150 ml of acetonitrile is heated at reflux temperature overnight. A small amount of ether is added and the mixture let stand at room temperature for 3 hours, and then filtered. The solid collected is washed with ether and dried in vacuo to give 138 g (0.419 mole) of tan solid, mp 93°-123°. Starting materials: C(CCCC\C=C/C\C=C/C\C=C/CCCCC)Br (γ-linolenyl bromide), C(CCCC\C=C/C\C=C/C\C=C/CCCCC)Br (γ-linolenyl bromide), C(=O)OCC (ethyl formate), [Mg] (Magnesium), II (iodine), [OH-].[K+] (KOH). Run in C(C)OCC (diethyl ether). Conditions: time 8 hour. Product: C(CCCC\C=C/C\C=C/C\C=C/CCCCC)C(O)CCCCC\C=C/C\C=C/C\C=C/CCCCC (di-γ-linolenyl methanol). The yield is 58.9%. RXN SMILES: [Mg].II.[CH2:4](Br)[CH2:5][CH2:6][CH2:7][CH2:8]/[CH:9]=[CH:10]\[CH2:11]/[CH:12]=[CH:13]\[CH2:14]/[CH:15]=[CH:16]\[CH2:17][CH2:18][CH2:19][CH2:20][CH3:21].C([O:25][CH2:26][CH3:27])=O.[OH-].[K+]>C(OCC)C>[CH2:4]([CH:26]([CH2:27][CH2:20][CH2:19][CH2:18][CH2:17]/[CH:16]=[CH:15]\[CH2:14]/[CH:13]=[CH:12]\[CH2:11]/[CH:10]=[CH:9]\[CH2:8][CH2:7][CH2:6][CH2:5][CH3:4])[OH:25])[CH2:5][CH2:6][CH2:7][CH2:8]/[CH:9]=[CH:10]\[CH2:11]/[CH:12]=[CH:13]\[CH2:14]/[CH:15]=[CH:16]\[CH2:17][CH2:18][CH2:19][CH2:20][CH3:21] |f:4.5|. Procedure details: Magnesium turnings (2.1 g, 87 mmol), 5 crystals of iodine and a stirbar were added to a 1000 mL round-bottom flask. The flask was flushed with nitrogen and a solution of γ-linolenyl bromide (Compound 6) (18.9 g, 57 mmol) in anhydrous diethyl ether (500 mL) added via cannula. The mixture turned cloudy and was refluxed overnight. The mixture was cooled to RT and ethyl formate (4.66 mL, 58 mmol) added dropwise. The suspension was stirred overnight, turning bright yellow. The R.M. was transferred to...